This data is from the Open Reaction Database (ORD), a public repository of structured organic reaction records. The task is: describe an organic reaction: reactants, conditions, products, and yield RXN SMILES: [NH:1]1[CH2:5][CH2:4][CH2:3][CH2:2]1.C([O-])([O-])=O.[K+].[K+].Br[C:13]1[C:14](Cl)=[N:15][CH:16]=[C:17]([CH:32]=1)[C:18]([NH:20][C:21]1[CH:26]=[CH:25][C:24]([O:27][C:28]([F:31])([F:30])[F:29])=[CH:23][CH:22]=1)=[O:19].C([Sn](CCCC)(CCCC)C(OCC)=C)CCC.C(OCC)(=O)C(OCC)=O.C(O)(=O)C.O.[NH2:67][NH2:68].[H-].[H-].[H-].[H-].[Li+].[Al+3].[C@H:75](O)([C:81]([O-])=O)[C@@H:76](O)[C:77]([O-])=[O:78].[Na+].[K+]>CC#N.O1CCOCC1.C1COCC1.C1C=CC([P]([Pd]([P](C2C=CC=CC=2)(C2C=CC=CC=2)C2C=CC=CC=2)([P](C2C=CC=CC=2)(C2C=CC=CC=2)C2C=CC=CC=2)[P](C2C=CC=CC=2)(C2C=CC=CC=2)C2C=CC=CC=2)(C2C=CC=CC=2)C2C=CC=CC=2)=CC=1.CC#N.CCCCCC>[OH:78][CH2:77][C:76]1[CH:75]=[C:81]([C:13]2[C:14]([N:1]3[CH2:5][CH2:4][CH2:3][CH2:2]3)=[N:15][CH:16]=[C:17]([CH:32]=2)[C:18]([NH:20][C:21]2[CH:26]=[CH:25][C:24]([O:27][C:28]([F:31])([F:30])[F:29])=[CH:23][CH:22]=2)=[O:19])[NH:68][N:67]=1 |f:1.2.3,8.9,10.11.12.13.14.15,16.17.18,23.24,^1:104,106,125,144|. Product: OCC1=NNC(=C1)C=1C(=NC=C(C(=O)NC2=CC=C(C=C2)OC(F)(F)F)C1)N1CCCC1 (5-(3-(Hydroxymethyl)-1H-pyrazol-5-yl)-6-(pyrrolidin-1-yl)-N-(4-(trifluoromethoxy)phenyl)nicotinamide). Procedure details: Pyrrolidine (0.230 mL, 2.78 mmol) and K2CO3 (0.524 g, 3.79 mmol) were added to a solution of 5-bromo-6-chloro-N-(4-(trifluoromethoxy)phenyl)nicotinamide (Stage 6.2, 1 g, 2.53 mmol) in MeCN (5 mL) and the RM was stirred at 100° C. for 4 h. The product was filtered, suspended in MeCN and water, filtered and the filtrate was evaporated off under reduced pressure to give a residue. The residue (100 mg, 0.232 mmol) was suspended in dioxane (1 mL), treated with tributyl(1-ethoxyvinyl)stannane (101 mg,... Run in CC#N (MeCN), O1CCOCC1 (dioxane), CC#N.CCCCCC (MeCN n-hexane), C1CCOC1 (THF). Reagents/catalysts: C=1C=CC(=CC1)[P](C=2C=CC=CC2)(C=3C=CC=CC3)[Pd]([P](C=4C=CC=CC4)(C=5C=CC=CC5)C=6C=CC=CC6)([P](C=7C=CC=CC7)(C=8C=CC=CC8)C=9C=CC=CC9)[P](C=1C=CC=CC1)(C=1C=CC=CC1)C=1C=CC=CC1 (Pd(Ph3P)4). Run at temperature 100 celsius, time 4 hour. The reactants are N1CCCC1 (Pyrrolidine), C(=O)([O-])[O-].[K+].[K+] (K2CO3), BrC=1C(=NC=C(C(=O)NC2=CC=C(C=C2)OC(F)(F)F)C1)Cl (5-bromo-6-chloro-N-(4-(trifluoromethoxy)phenyl)nicotinamide), [H-].[H-].[H-].[H-].[Li+].[Al+3] (LiAlH4), [H-].[H-].[H-].[H-].[Li+].[Al+3] (LiAlH4), residue, O.NN (hydrazine hydrate), [C@@H]([C@H](C(=O)[O-])O)(C(=O)[O-])O.[Na+].[K+] (Rochelle salt), C(C)(=O)O (acetic acid), C(CCC)[Sn](C(=C)OCC)(CCCC)CCCC (tributyl(1-ethoxyvinyl)stannane), C(C(=O)OCC)(=O)OCC (diethyl oxalate). Reactants: NC1=CC=C(C=C1)C1=N[C@H]2CCN(C[C@H]2C2=C1C=C(C(=C2)OC)OC)C (cis-6-(4-Aminophenyl)-1,2,3,4,4a,10b-hexahydro-8,9-dimethoxy-2-methyl-benzo[c][1,6]naphthyridine), C(C)(=O)OC(C)=O (acetic anhydride). The solvent is N1=CC=CC=C1 (pyridine). Product: C(C)(=O)NC1=CC=C(C=C1)C1=N[C@H]2CCN(C[C@H]2C2=C1C=C(C(=C2)OC)OC)C (cis-6-(4-Acetamidophenyl)-1,2,3,4,4a,10b-hexahydro-8,9-dimethoxy-2-methyl-benzo[c][1,6]naphthyridine). As a reaction SMILES: [NH2:1][C:2]1[CH:7]=[CH:6][C:5]([C:8]2[C:17]3[CH:18]=[C:19]([O:24][CH3:25])[C:20]([O:22][CH3:23])=[CH:21][C:16]=3[C@H:15]3[C@H:10]([CH2:11][CH2:12][N:13]([CH3:26])[CH2:14]3)[N:9]=2)=[CH:4][CH:3]=1.[C:27](OC(=O)C)(=[O:29])[CH3:28]>N1C=CC=CC=1>[C:27]([NH:1][C:2]1[CH:7]=[CH:6][C:5]([C:8]2[C:17]3[CH:18]=[C:19]([O:24][CH3:25])[C:20]([O:22][CH3:23])=[CH:21][C:16]=3[C@H:15]3[C@H:10]([CH2:11][CH2:12][N:13]([CH3:26])[CH2:14]3)[N:9]=2)=[CH:4][CH:3]=1)(=[O:29])[CH3:28]. Procedure: 1.0 g of cis-6-(4-aminophenyl)-1,2,3,4,4a,10b-hexahydro-8,9-dimethoxy-2-methyl-benzo[c][1,6]naphthyridine (produced as in Example 5) is heated to 60° in a mixture of 2 cc of pyridine and 2 cc of acetic anhydride for 2 hours. The reaction mixture is then evaporated to dryness in a vacuum and the residue is crystallized from acetone. M.P. 173°-175°. The reactants are C[C@]1(CN(CC1)[C@H](C(F)(F)F)C=1C=CC=2N(C1)C(=NN2)C2=NC1=CC(=CC=C1C=C2)OCCOC)NC(OC(C)(C)C)=O (tert-butyl (S)-3-methyl-1-((S)-2,2,2-trifluoro-1-(3-(7-(2-methoxyethoxy)quinolin-2-yl)-[1,2,4]triazolo[4,3-a]pyridin-6-yl)ethyl)pyrrolidin-3-ylcarbamate), C(Cl)Cl (DCM), Cl (HCl). The solvent is O1CCOCC1 (dioxane). Reaction conditions: time 8 hour. Yields the product Cl.Cl.C[C@]1(CN(CC1)[C@H](C(F)(F)F)C=1C=CC=2N(C1)C(=NN2)C2=NC1=CC(=CC=C1C=C2)OCCOC)N ((S)-3-methyl-1-((S)-2,2,2-trifluoro-1-(3-(7-(2-methoxyethoxy)quinolin-2-yl)-[1,2,4]triazolo[4,3-a]pyridin-6-yl)ethyl)pyrrolidin-3-amine dihydrochloride). Yield: 95.0%. Reaction SMILES: [CH3:1][C@:2]1([NH:36]C(=O)OC(C)(C)C)[CH2:6][CH2:5][N:4]([C@@H:7]([C:12]2[CH:13]=[CH:14][C:15]3[N:16]([C:18]([C:21]4[CH:30]=[CH:29][C:28]5[C:23](=[CH:24][C:25]([O:31][CH2:32][CH2:33][O:34][CH3:35])=[CH:26][CH:27]=5)[N:22]=4)=[N:19][N:20]=3)[CH:17]=2)[C:8]([F:11])([F:10])[F:9])[CH2:3]1.C(Cl)[Cl:45].[ClH:47]>O1CCOCC1>[ClH:45].[ClH:47].[CH3:1][C@:2]1([NH2:36])[CH2:6][CH2:5][N:4]([C@@H:7]([C:12]2[CH:13]=[CH:14][C:15]3[N:16]([C:18]([C:21]4[CH:30]=[CH:29][C:28]5[C:23](=[CH:24][C:25]([O:31][CH2:32][CH2:33][O:34][CH3:35])=[CH:26][CH:27]=5)[N:22]=4)=[N:19][N:20]=3)[CH:17]=2)[C:8]([F:10])([F:11])[F:9])[CH2:3]1 |f:4.5.6|. Procedure details: A mixture of tert-butyl (S)-3-methyl-1-((S)-2,2,2-trifluoro-1-(3-(7-(2-methoxyethoxy)quinolin-2-yl)-[1,2,4]triazolo[4,3-a]pyridin-6-yl)ethyl)pyrrolidin-3-ylcarbamate (72 mg, 0.12 mmol), DCM (1 mL) and 4N HCl in dioxane (0.3 mL) was stirred at ambient temperature overnight. Removal of the solvents under reduced pressure gave (S)-3-methyl-1-((S)-2,2,2-trifluoro-1-(3-(7-(2-methoxyethoxy)quinolin-2-yl)-[1,2,4]triazolo[4,3-a]pyridin-6-yl)ethyl)pyrrolidin-3-amine dihydrochloride (65 mg, 95%) as a yell... The reactants are ClC1=CC=C(C=C1)C1N=C(NC1C1=CC=C(C=C1)Cl)C1=C(C=C(C=C1)C(=C)OCC)OCC (4,5-bis-(4-chlorophenyl)-2-[2-ethoxy-4-(1-ethoxyvinyl)phenyl]-4,5-dihydro-1H-imidazole), [OH-].[Na+] (sodium hydroxide), C([O-])([O-])=O.[Na+].[Na+] (sodium carbonate). Solvent: O1CCCC1 (Tetrahydrofuran). Run at time 1 hour. Yields the product ClC1=CC=C(C=C1)C1N=C(NC1C1=CC=C(C=C1)Cl)C1=C(C=C(C=C1)C(C)=O)OCC (1-{4-[4,5-bis-(4-chlorophenyl)-4,5-dihydro-1H-imidazol-2-yl]-3-ethoxyphenyl}ethanone), foam. The yield is 65.0%. RXN SMILES: [Cl:1][C:2]1[CH:7]=[CH:6][C:5]([CH:8]2[CH:12]([C:13]3[CH:18]=[CH:17][C:16]([Cl:19])=[CH:15][CH:14]=3)[NH:11][C:10]([C:20]3[CH:25]=[CH:24][C:23]([C:26]([O:28]CC)=[CH2:27])=[CH:22][C:21]=3[O:31][CH2:32][CH3:33])=[N:9]2)=[CH:4][CH:3]=1.[OH-].[Na+].C(=O)([O-])[O-].[Na+].[Na+]>O1CCCC1>[Cl:1][C:2]1[CH:3]=[CH:4][C:5]([CH:8]2[CH:12]([C:13]3[CH:14]=[CH:15][C:16]([Cl:19])=[CH:17][CH:18]=3)[NH:11][C:10]([C:20]3[CH:25]=[CH:24][C:23]([C:26](=[O:28])[CH3:27])=[CH:22][C:21]=3[O:31][CH2:32][CH3:33])=[N:9]2)=[CH:6][CH:7]=1 |f:1.2,3.4.5|. Procedure details: An aqueous solution of hydrochloric acid (2 M, 18 mL) was sparged for 10 min with nitrogen and then used to slurry 4,5-bis-(4-chlorophenyl)-2-[2-ethoxy-4-(1-ethoxyvinyl)phenyl]-4,5-dihydro-1H-imidazole (0.638 g, 1.33 mmol). Tetrahydrofuran (18 mL) was added to create a homogeneous solution. After stirring 1 h, the reaction mixture was poured into a mixture of 2 M sodium hydroxide (16 mL) and 10% sodium carbonate solution (50 mL) and extracted with methylene chloride (2×100 mL). The combined orga... Starting materials: CN1CCNCC1, CS(C)=O, CC(=O)Nc1nc(C)c(-c2ccc(S(C)(=O)=O)c(F)c2)s1. Product: CC(=O)Nc1nc(C)c(-c2ccc(S(C)(=O)=O)c(N3CCN(C)CC3)c2)s1. As a reaction SMILES: [CH3:22][N:23]1[CH2:24][CH2:25][NH:26][CH2:27][CH2:28]1.[CH3:29][S:30]([CH3:31])=[O:32].[F:1][c:2]1[cH:3][c:4](-[c:12]2[c:13]([CH3:21])[n:14][c:15]([NH:17][C:18]([CH3:19])=[O:20])[s:16]2)[cH:5][cH:6][c:7]1[S:8](=[O:9])(=[O:10])[CH3:11]>>[c:2]1([N:26]2[CH2:25][CH2:24][N:23]([CH3:22])[CH2:28][CH2:27]2)[cH:3][c:4](-[c:12]2[c:13]([CH3:21])[n:14][c:15]([NH:17][C:18]([CH3:19])=[O:20])[s:16]2)[cH:5][cH:6][c:7]1[S:8](=[O:9])(=[O:10])[CH3:11]. Reactants: NC[C@H]1N(CCC[C@H]1C)C(=O)C1=C(C=CC(=C1)C)N1N=CC=N1 (((2S,3R)-2-(aminomethyl)-3-methylpiperidin-1-yl)(5-methyl-2-(2H-1,2,3-triazol-2-yl)phenyl)methanone), ClC1=CC=C(N=N1)C#N (6-chloropyridazine-3-carbonitrile). Product: C[C@H]1[C@H](N(CCC1)C(C1=C(C=CC(=C1)C)N1N=CC=N1)=O)CNC1=CC=C(N=N1)C#N (6-((((2S,3R)-3-Methyl-1-(5-methyl-2-(2H-1,2,3-triazol-2-yl)benzoyl)piperidin-2-yl)methyl)amino)pyridazine-3-carbonitrile). RXN SMILES: [NH2:1][CH2:2][C@@H:3]1[C@H:8]([CH3:9])[CH2:7][CH2:6][CH2:5][N:4]1[C:10]([C:12]1[CH:17]=[C:16]([CH3:18])[CH:15]=[CH:14][C:13]=1[N:19]1[N:23]=[CH:22][CH:21]=[N:20]1)=[O:11].Cl[C:25]1[N:30]=[N:29][C:28]([C:31]#[N:32])=[CH:27][CH:26]=1>>[CH3:9][C@@H:8]1[CH2:7][CH2:6][CH2:5][N:4]([C:10](=[O:11])[C:12]2[CH:17]=[C:16]([CH3:18])[CH:15]=[CH:14][C:13]=2[N:19]2[N:23]=[CH:22][CH:21]=[N:20]2)[C@@H:3]1[CH2:2][NH:1][C:25]1[N:30]=[N:29][C:28]([C:31]#[N:32])=[CH:27][CH:26]=1. Reported procedure: The title compound was prepared following the same general protocol as described for Example A1, using ((2S,3R)-2-(aminomethyl)-3-methylpiperidin-1-yl)(5-methyl-2-(2H-1,2,3-triazol-2-yl)phenyl)methanone and 6-chloropyridazine-3-carbonitrile. ESI-MS (m/z): 417 [M+1]+. The reactants are FC(C(=O)O)(F)F.CC=1C=C(C(=O)O)C=C(C1)OCCNC1=CC=NC=C1 (3-methyl-5-[2-(pyridin-4-ylamino)-ethoxy]-benzoic acid trifluoroacetate salt), C=1C=CC2=C(C1)N=NN2O (HOBt), CCN(C(C)C)C(C)C (DIPEA), CNC1CCCCC1 (N-methylcyclohexylamine), CN(C)C(=[N+](C)C)ON1C2=C(C=CC=C2)N=N1.[B-](F)(F)(F)F (TBTU). Solvent: CN(C)C=O (DMF). Run at time 64 hour. Yields the product FC(C(=O)O)(F)F.C1(CCCCC1)N(C(C1=CC(=CC(=C1)OCCNC1=CC=NC=C1)C)=O)C (N-Cyclohexyl-3, N-dimethyl-5-[2-(pyridin-4-ylamino)-ethoxy]-benzamide trifluoroacetate salt). As a reaction SMILES: [F:1][C:2]([F:7])([F:6])[C:3]([OH:5])=[O:4].[CH3:8][C:9]1[CH:10]=[C:11]([CH:15]=[C:16]([O:18][CH2:19][CH2:20][NH:21][C:22]2[CH:27]=[CH:26][N:25]=[CH:24][CH:23]=2)[CH:17]=1)[C:12]([OH:14])=O.C1C=CC2N(O)N=NC=2C=1.CCN(C(C)C)C(C)C.[CH3:47][NH:48][CH:49]1[CH2:54][CH2:53][CH2:52][CH2:51][CH2:50]1.CN(C(ON1N=NC2C=CC=CC1=2)=[N+](C)C)C.[B-](F)(F)(F)F>CN(C=O)C>[F:1][C:2]([F:7])([F:6])[C:3]([OH:5])=[O:4].[CH:49]1([N:48]([CH3:47])[C:12](=[O:14])[C:11]2[CH:15]=[C:16]([O:18][CH2:19][CH2:20][NH:21][C:22]3[CH:27]=[CH:26][N:25]=[CH:24][CH:23]=3)[CH:17]=[C:9]([CH3:8])[CH:10]=2)[CH2:54][CH2:53][CH2:52][CH2:51][CH2:50]1 |f:0.1,5.6,8.9|. Reported procedure: A stirred solution of 3-methyl-5-[2-(pyridin-4-ylamino)-ethoxy]-benzoic acid trifluoroacetate salt (0.031 g) in DMF (1 ml) was treated with HOBt (0.011 g), DIPEA (0.028 ml), N-methylcyclohexylamine (0.010 ml), and TBTU (0.026 g). The resulting solution was retained in a sealed flask for 64 h. The reaction mixture was concentrated under reduced pressure and the resulting gum subjected to preparative hplc. The required fraction was concentrated and then dried by addition of methanol and concentrat... The reactants are N#Cc1cc(F)ccc1Br, CC(C)(C)P(C(C)(C)C)C(C)(C)C, CC(C)O, [F-], OB(O)c1c(F)cccc1F, [K+], C1CCOC1, O. The product is N#Cc1cc(F)ccc1-c1c(F)cccc1F. As a reaction SMILES: [Br:1][c:2]1[c:3]([C:4]#[N:5])[cH:6][c:7]([F:10])[cH:8][cH:9]1.[C:24]([P:25]([C:26]([CH3:27])([CH3:28])[CH3:29])[C:30]([CH3:31])([CH3:32])[CH3:33])([CH3:34])([CH3:35])[CH3:36].[CH3:43][CH:44]([OH:45])[CH3:46].[F-:11].[F:13][c:14]1[c:15]([B:21]([OH:22])[OH:23])[c:16]([F:20])[cH:17][cH:18][cH:19]1.[K+:12].[O:37]1[CH2:38][CH2:39][CH2:40][CH2:41]1.[OH2:42]>>[c:2]1(-[c:15]2[c:14]([F:13])[cH:19][cH:18][cH:17][c:16]2[F:20])[c:3]([C:4]#[N:5])[cH:6][c:7]([F:10])[cH:8][cH:9]1. Starting materials: O=C([O-])[O-], COc1ccc(-c2c[nH]c3c(OC)ccc(OC)c3c2=O)cc1, CN(C)C=O, N#CCCCCl, [K+], [K+]. The product is COc1ccc(-c2cn(CCCC#N)c3c(OC)ccc(OC)c3c2=O)cc1. Reaction SMILES: [C:24](=[O:25])([O-:26])[O-:27].[CH3:1][O:2][c:3]1[c:4]2[c:5](=[O:23])[c:6](-[c:15]3[cH:16][cH:17][c:18]([O:21][CH3:22])[cH:19][cH:20]3)[cH:7][nH:8][c:9]2[c:10]([O:13][CH3:14])[cH:11][cH:12]1.[CH3:36][N:37]([CH3:38])[CH:39]=[O:40].[Cl:30][CH2:31][CH2:32][CH2:33][C:34]#[N:35].[K+:28].[K+:29]>>[CH3:1][O:2][c:3]1[c:4]2[c:5](=[O:23])[c:6](-[c:15]3[cH:16][cH:17][c:18]([O:21][CH3:22])[cH:19][cH:20]3)[cH:7][n:8]([CH2:31][CH2:32][CH2:33][C:34]#[N:35])[c:9]2[c:10]([O:13][CH3:14])[cH:11][cH:12]1.